From a dataset of the Open Reaction Database (ORD), a public repository of structured organic reaction records. describe an organic reaction: reactants, conditions, products, and yield The reactants are COCCN1CCC2=C(CC1)C=C(C=C2)N (3-(2-Methoxy-ethyl)-2,3,4,5-tetrahydro-1H-benzo[d]azepin-7-ylamine), ClC1=NC=C(C(=N1)NC1=C(C=C(C=C1)N1CCOCC1)S(=O)(=O)N(C)C)Cl (2-(2,5-Dichloro-pyrimidin-4-ylamino)-N,N-dimethyl-5-morpholin-4-yl-benzenesulfonamide). The product is ClC=1C(=NC(=NC1)NC1=CC2=C(CCN(CC2)CCOC)C=C1)NC1=C(C=C(C=C1)N1CCOCC1)S(=O)(=O)N(C)C (2-{5-Chloro-2-[3-(2-methoxy-ethyl)-2,3,4,5-tetrahydro-1H-benzo[d]azepin-7-ylamino]-pyrimidin-4-ylamino}-N,N-dimethyl-5-morpholin-4-yl-benzenesulfonamide), foam. The yield is 30.0%. As a reaction SMILES: [CH3:1][O:2][CH2:3][CH2:4][N:5]1[CH2:11][CH2:10][C:9]2[CH:12]=[C:13]([NH2:16])[CH:14]=[CH:15][C:8]=2[CH2:7][CH2:6]1.Cl[C:18]1[N:23]=[C:22]([NH:24][C:25]2[CH:30]=[CH:29][C:28]([N:31]3[CH2:36][CH2:35][O:34][CH2:33][CH2:32]3)=[CH:27][C:26]=2[S:37]([N:40]([CH3:42])[CH3:41])(=[O:39])=[O:38])[C:21]([Cl:43])=[CH:20][N:19]=1>>[Cl:43][C:21]1[C:22]([NH:24][C:25]2[CH:30]=[CH:29][C:28]([N:31]3[CH2:36][CH2:35][O:34][CH2:33][CH2:32]3)=[CH:27][C:26]=2[S:37]([N:40]([CH3:42])[CH3:41])(=[O:38])=[O:39])=[N:23][C:18]([NH:16][C:13]2[CH:14]=[CH:15][C:8]3[CH2:7][CH2:6][N:5]([CH2:4][CH2:3][O:2][CH3:1])[CH2:11][CH2:10][C:9]=3[CH:12]=2)=[N:19][CH:20]=1. Procedure: The title compound was prepared from 3-(2-Methoxy-ethyl)-2,3,4,5-tetrahydro-1H-benzo[d]azepin-7-ylamine and 2-(2,5-Dichloro-pyrimidin-4-ylamino)-N,N-dimethyl-5-morpholin-4-yl-benzenesulfonamide in an analogous manner to Example 61e. Product isolated as a light brown foam (0.043 g, 30%). MP: 74-85° C. 1HNMR (400 MHz, CDCl3, δ, ppm): 8.96 (s, 1H), 8.29 (d, J=9.1 Hz, 1H), 8.07 (s, 1H), 7.36 (d, J=3.0 Hz, 1H), 7.29 (d, J=1.8 Hz, 1H), 7.22 (dd, J=8.0 Hz and J=2.1 Hz, 1H), 7.10 (dd, J=9.2 Hz and J=2.9... Starting materials: S(=O)(C1=CC=C(C=C1)N)(=O)O (sulphanilic acid), ClC1=NC=NC2=CC(=CC=C12)C(F)(F)F (4-chloro-7-trifluoromethylquinazoline). Run in C(C)O (ethanol). Yields the product FC(C1=CC=C2C(=NC=NC2=C1)NC1=CC=C(C=C1)S(=O)(=O)O)(F)F (4-(7-Trifluoromethyl-4-quinazolinylamino)benzenesulphonic acid). RXN SMILES: [S:1]([OH:11])(=[O:10])([C:3]1[CH:8]=[CH:7][C:6]([NH2:9])=[CH:5][CH:4]=1)=[O:2].Cl[C:13]1[C:22]2[C:17](=[CH:18][C:19]([C:23]([F:26])([F:25])[F:24])=[CH:20][CH:21]=2)[N:16]=[CH:15][N:14]=1>C(O)C>[F:26][C:23]([F:24])([F:25])[C:19]1[CH:18]=[C:17]2[C:22]([C:13]([NH:9][C:6]3[CH:5]=[CH:4][C:3]([S:1]([OH:11])(=[O:10])=[O:2])=[CH:8][CH:7]=3)=[N:14][CH:15]=[N:16]2)=[CH:21][CH:20]=1. Procedure details: 0.8 grams of sulphanilic acid and an equimolar quantity of 4-chloro-7-trifluoromethylquinazoline were heated in 20 ml of 50% aqueous ethanol at 100° C. for 2 hours. The suspension was cooled and the solid was filtered off, washed with water and dried to give 1.03 g of the title compound. The sulphonyl chloride hydrochloride derivative for use in part (b) below was prepared in similar manner to Examples 1 and 2.